From a dataset of the Open Reaction Database (ORD), a public repository of structured organic reaction records. describe an organic reaction: reactants, conditions, products, and yield Reactants: Br, CC(=O)O, COc1cc(C2CCCN(CCCc3ccccc3)C2)ccc1F. Product: Oc1cc(C2CCCN(CCCc3ccccc3)C2)ccc1F. As a reaction SMILES: [BrH:25].[CH3:26][C:27](=[O:28])[OH:29].[c:1]1([CH2:7][CH2:8][CH2:9][N:10]2[CH2:11][CH:12]([c:16]3[cH:17][c:18]([O:23][CH3:24])[c:19]([F:22])[cH:20][cH:21]3)[CH2:13][CH2:14][CH2:15]2)[cH:2][cH:3][cH:4][cH:5][cH:6]1>>[c:1]1([CH2:7][CH2:8][CH2:9][N:10]2[CH2:11][CH:12]([c:16]3[cH:17][c:18]([OH:23])[c:19]([F:22])[cH:20][cH:21]3)[CH2:13][CH2:14][CH2:15]2)[cH:2][cH:3][cH:4][cH:5][cH:6]1. The reactants are IC1=CC=C(C=C1)CC(C(=O)OCC)C(CCCC)=O (ethyl 2-[(4-iodophenyl)methyl]-3-oxoheptanoate), Cl.C(C)(=N)N (acetamidine hydrochloride), C(C)(=O)[O-].[Na+] (sodium acetate), C(C)(C)(C)C1=C(C(=CC(=C1)C)C(C)(C)C)O (2,6-di-tert-butyl-4-methylphenol). Solvent: CN(C)C=O (DMF), [Cl-].[Na+].O (brine). The product is C(CCC)C1=C(C(NC(=N1)C)=O)CC1=CC=C(C=C1)I (6-Butyl-2-methyl-5-[(4-iodophenyl)methyl]pyrimidine-4(3H)-one). Isolated yield 20.0%. RXN SMILES: [I:1][C:2]1[CH:7]=[CH:6][C:5]([CH2:8][CH:9]([C:15](=O)[CH2:16][CH2:17][CH2:18][CH3:19])[C:10]([O:12]CC)=O)=[CH:4][CH:3]=1.Cl.[C:22]([NH2:25])(=[NH:24])[CH3:23].C([O-])(=O)C.[Na+].C(C1C=C(C)C=C(C(C)(C)C)C=1O)(C)(C)C>CN(C=O)C.[Cl-].[Na+].O>[CH2:16]([C:15]1[N:24]=[C:22]([CH3:23])[NH:25][C:10](=[O:12])[C:9]=1[CH2:8][C:5]1[CH:4]=[CH:3][C:2]([I:1])=[CH:7][CH:6]=1)[CH2:17][CH2:18][CH3:19] |f:1.2,3.4,7.8.9|. Procedure: A solution of 2.46 g (6.33 mmol) ethyl 2-[(4-iodophenyl)methyl]-3-oxoheptanoate, 6.0 g (63.3 mmol) acetamidine hydrochloride, 5.2 g (63.3 mmol) sodium acetate, and 84 mg (0.381 mmol) 2,6-di-tert-butyl-4-methylphenol in 30 mL DMF was heated to 153° C. for 12 hours. The cooled reaction mixture was poured into brine and extracted 3 times with ether. The combined organic material was washed with brine, dried over MgSO4, stripped of solvent in vacuo, then was medium pressure chromatographed on silica... Reactants: O1C(=CC=C1)/C=C/C(=O)OCC (ethyl (E)-3-(2-furyl)prop-2-enoate). Reagents/catalysts: [Pd] (palladium on charcoal), [Pd] (Pd/C). Solvent: C(C)O (ethanol). Run at time 4 hour. Yields the product O1C(=CC=C1)CCC(=O)OCC (ethyl 3-(2-furyl)propanoate), oil. Isolated yield 24.0%. As a reaction SMILES: [O:1]1[CH:5]=[CH:4][CH:3]=[C:2]1/[CH:6]=[CH:7]/[C:8]([O:10][CH2:11][CH3:12])=[O:9]>C(O)C.[Pd]>[O:1]1[CH:5]=[CH:4][CH:3]=[C:2]1[CH2:6][CH2:7][C:8]([O:10][CH2:11][CH3:12])=[O:9]. Reported procedure: A cis/trans mixture of ethyl (E)-3-(2-furyl)prop-2-enoate (15.5 g, 93.27 mmol, 1 eq) was stirred in ethanol (120 ml) containing 10% palladium on charcoal (775 mg, 5% by w). The reaction mixture was stirred under hydrogen for 4 h. A further quantity of 10% Pd/C (775 mg, 5% by w) was added. The reaction was stirred under hydrogen for an additional 95 mins. The reaction was filtered and evaporated under reduced pressure. The crude product was purified by silica column chromatography eluting with 20... Reactants: [BH4-], CCO, [Na+], O, O=C1CCc2c(c(=O)c3cccnc3n2-c2ccccc2)C1. Yields the product O=c1c2c(n(-c3ccccc3)c3ncccc13)CCC(O)C2. RXN SMILES: [BH4-:23].[CH3:25][CH2:26][OH:27].[Na+:24].[OH2:28].[c:1]1(-[n:7]2[c:8]3[c:9]([c:10](=[O:17])[c:11]4[cH:12][cH:13][cH:14][n:15][c:16]24)[CH2:18][C:19](=[O:22])[CH2:20][CH2:21]3)[cH:2][cH:3][cH:4][cH:5][cH:6]1>>[c:1]1(-[n:7]2[c:8]3[c:9]([c:10](=[O:17])[c:11]4[cH:12][cH:13][cH:14][n:15][c:16]24)[CH2:18][CH:19]([OH:22])[CH2:20][CH2:21]3)[cH:2][cH:3][cH:4][cH:5][cH:6]1. Reactants: [Al+3], CC1COCC(=O)N1Cc1ccccc1, C1CCOC1, [H-], [H-], [H-], [H-], [Li+]. The product is CC1COCCN1Cc1ccccc1. RXN SMILES: [Al+3:17].[CH2:1]([c:2]1[cH:3][cH:4][cH:5][cH:6][cH:7]1)[N:8]1[C:9](=[O:15])[CH2:10][O:11][CH2:12][CH:13]1[CH3:14].[CH2:22]1[O:23][CH2:24][CH2:25][CH2:26]1.[H-:16].[H-:19].[H-:20].[H-:21].[Li+:18]>>[CH2:1]([c:2]1[cH:3][cH:4][cH:5][cH:6][cH:7]1)[N:8]1[CH2:9][CH2:10][O:11][CH2:12][CH:13]1[CH3:14]. Starting materials: [Na+], [Na+], CCCC1C(CCCc2ccccc2)C(=O)N1OC1CCCCO1, [OH-], O=S(=O)([O-])O. Product: CCCC(NOC1CCCCO1)C(CCCc1ccccc1)C(=O)O. As a reaction SMILES: [Na+:26].[Na+:32].[O:1]1[CH:2]([O:7][N:8]2[C:9](=[O:24])[CH:10]([CH2:15][CH2:16][CH2:17][c:18]3[cH:19][cH:20][cH:21][cH:22][cH:23]3)[CH:11]2[CH2:12][CH2:13][CH3:14])[CH2:3][CH2:4][CH2:5][CH2:6]1.[OH-:25].[S:27]([O-:28])(=[O:29])(=[O:30])[OH:31]>>[O:1]1[CH:2]([O:7][NH:8][CH:11]([CH:10]([C:9]([OH:24])=[O:28])[CH2:15][CH2:16][CH2:17][c:18]2[cH:19][cH:20][cH:21][cH:22][cH:23]2)[CH2:12][CH2:13][CH3:14])[CH2:3][CH2:4][CH2:5][CH2:6]1. The reactants are compound ( 123 ), compound ( 123 ), compound ( 144 ), C(Cl)(Cl)Cl (chloroform), CO (methanol), CC=1C=CC(=CC1)S(=O)(=O)O (p-toluene sulfonate), compound ( 144 ). Reaction conditions: time 72 hour. The product is C(Cl)(Cl)Cl.CO.S(O)(O)(=O)=O (Chloroform Methanol Sulfuric Acid). As a reaction SMILES: [CH3:1][OH:2].CC1C=CC([S:10]([OH:13])(=[O:12])=[O:11])=CC=1.[CH:14]([Cl:17])([Cl:16])[Cl:15]>>[CH:14]([Cl:17])([Cl:16])[Cl:15].[CH3:1][OH:2].[S:10](=[O:11])(=[O:2])([OH:12])[OH:13] |f:3.4.5|. Procedure details: A colorless solid (yield: 90.9%) was obtained through reaction conducted as in example 54 except that the reactants were replaced by the compound (123) prepared in example 23 (0.5 g), methanol (42.7 mL), chloroform (42.7 mL) and p-toluene sulfonate (4.43 g), the reaction temperature was lowered to room temperature and the reaction time was extended to 72 hours. 1H-NMR data showed that the product consisted of a compound (144) and the compound (123) (content of compound (144): 89.0 mol %). Starting materials: Clc1nc(N2CCOCC2)c2sc(CN3CCC(NCC4CC4)CC3)cc2n1, Cl, C1CNC1. Yields the product Clc1nc(N2CCOCC2)c2sc(CN3CCC(N4CCC4)CC3)cc2n1. As a reaction SMILES: [Cl:1][c:2]1[n:3][c:4]([N:23]2[CH2:24][CH2:25][O:26][CH2:27][CH2:28]2)[c:5]2[c:6]([n:7]1)[cH:8][c:9]([CH2:11][N:12]1[CH2:13][CH2:14][CH:15]([NH:18][CH2:19][CH:20]3[CH2:21][CH2:22]3)[CH2:16][CH2:17]1)[s:10]2.[ClH:29].[NH:30]1[CH2:31][CH2:32][CH2:33]1>>[Cl:1][c:2]1[n:3][c:4]([N:23]2[CH2:24][CH2:25][O:26][CH2:27][CH2:28]2)[c:5]2[c:6]([n:7]1)[cH:8][c:9]([CH2:11][N:12]1[CH2:13][CH2:14][CH:15]([N:18]3[CH2:19][CH2:20][CH2:22]3)[CH2:16][CH2:17]1)[s:10]2. Starting materials: C=O, CC, COc1cc(C(C)C)c2c(c1)S(=O)(=O)NC2=O. Product: COc1cc(C(C)C)c2c(c1)S(=O)(=O)N(CO)C2=O. RXN SMILES: [CH2:18]=[O:19].[CH3:20][CH3:21].[CH:1]([CH3:2])([CH3:3])[c:4]1[c:5]2[c:11]([cH:12][c:13]([O:15][CH3:16])[cH:14]1)[S:8](=[O:9])(=[O:10])[NH:7][C:6]2=[O:17]>>[CH:1]([CH3:2])([CH3:3])[c:4]1[c:5]2[c:11]([cH:12][c:13]([O:15][CH3:16])[cH:14]1)[S:8](=[O:9])(=[O:10])[N:7]([CH2:18][OH:19])[C:6]2=[O:17].